From a dataset of the Open Reaction Database (ORD), a public repository of structured organic reaction records. describe an organic reaction: reactants, conditions, products, and yield The reactants are [Na] (Sodium), C(C)O (ethanol), C1=C(C=CC=2C3=CC=CC=C3CC12)C=O (fluorene-2-carboxaldehyde), N(=[N+]=[N-])CC(=O)OCC (ethyl azidoacetate). The solvent is O1CCCC1 (tetrahydrofuran). The product is N(=[N+]=[N-])C(C(=O)OCC)=CC1=CC=2CC3=CC=CC=C3C2C=C1 (Ethyl 2-azido-3-fluoren-2-ylacrylate). Isolated yield 37.0%. RXN SMILES: [Na].C(O)C.[CH:5]1[C:17]2[CH2:16][C:15]3[C:10](=[CH:11][CH:12]=[CH:13][CH:14]=3)[C:9]=2[CH:8]=[CH:7][C:6]=1[CH:18]=O.[N:20]([CH2:23][C:24]([O:26][CH2:27][CH3:28])=[O:25])=[N+:21]=[N-:22]>O1CCCC1>[N:20]([C:23](=[CH:18][C:6]1[CH:7]=[CH:8][C:9]2[C:10]3[C:15](=[CH:14][CH:13]=[CH:12][CH:11]=3)[CH2:16][C:17]=2[CH:5]=1)[C:24]([O:26][CH2:27][CH3:28])=[O:25])=[N+:21]=[N-:22] |^1:0|. Procedure details: Sodium (1.7 eq) was added to absolute ethanol stirred under nitrogen at room temperature. When dissolution was complete the reaction was cooled to -10° C. and fluorene-2-carboxaldehyde (1 eq) and ethyl azidoacetate (3 eq) dissolved together in the minimum of tetrahydrofuran were added dropwise. The mixture was stirred at -10° C. for 20 h and then quenched by the addition of water and dichloromethane. The combined organic extracts were dried (MgSO4) and evaporated in vacuo. Flash chromatography y...